Dataset: the Open Reaction Database (ORD), a public repository of structured organic reaction records. Task: describe an organic reaction: reactants, conditions, products, and yield The reactants are Cl.OC(C[N+](C)(C)C)CC([O-])=O (carnitine hydrochloride), C(C=C)CC(=O)Cl (allyl acetyl chloride), CC(=O)C (acetone). Run in FC(C(=O)O)(F)F (trifluoroacetic acid). Reaction conditions: time 4 hour. The product is C(C=C)C(C(O)(CC([O-])=O)C(C)=O)[N+](C)(C)C (allyl acetyl-carnitine). Yield: 66.0%. RXN SMILES: Cl.[OH:2][CH:3]([CH2:9][C:10](=[O:12])[O-:11])[CH2:4][N+:5]([CH3:8])([CH3:7])[CH3:6].C([CH2:16][C:17](Cl)=[O:18])C=C.[CH3:20][C:21]([CH3:23])=O>FC(F)(F)C(O)=O>[CH2:23]([CH:4]([N+:5]([CH3:8])([CH3:6])[CH3:7])[C:3]([C:17](=[O:18])[CH3:16])([CH2:9][C:10](=[O:11])[O-:12])[OH:2])[CH:21]=[CH2:20] |f:0.1|. Procedure: To a solution of carnitine hydrochloride (9 grams; 0.045 moles) in 15 cc of trifluoroacetic acid, 0.13 moles of allyl acetyl chloride were added. The resulting solution was kept at 45° C. for 4 hours. Subsequently, acetone was added to the solution, the unreacted carnitine was separated and ethyl ether was added, thus obtaining a precipitate. The raw material thus obtained was purified by precipitation from isopropanol--ethyl ether. 9.5 grams of product were obtained. Yield 66%. Starting materials: ClC1=NC=NC2=CC(=C(C=C12)OC)OCCCN1CCOCC1 (4-chloro-6-methoxy-7-(3-morpholinopropoxy)quinazoline), [OH-].[Na+] (sodium hydroxide), C([O-])([O-])=O.[K+].[K+] (potassium carbonate), OC1=CC=C2C=CC=NC2=C1 (7-hydroxyquinoline). The solvent is CN(C)C=O (DMF). Reaction conditions: temperature 100 celsius, time 5 hour. The product is COC=1C=C2C(=NC=NC2=CC1OCCCN1CCOCC1)OC1=CC=C2C=CC=NC2=C1 (6-methoxy-7-(3-morpholinopropoxy)-4-(quinolin-7-yloxy)quinazoline). The yield is 38.8%. As a reaction SMILES: Cl[C:2]1[C:11]2[C:6](=[CH:7][C:8]([O:14][CH2:15][CH2:16][CH2:17][N:18]3[CH2:23][CH2:22][O:21][CH2:20][CH2:19]3)=[C:9]([O:12][CH3:13])[CH:10]=2)[N:5]=[CH:4][N:3]=1.C(=O)([O-])[O-].[K+].[K+].[OH:30][C:31]1[CH:40]=[C:39]2[C:34]([CH:35]=[CH:36][CH:37]=[N:38]2)=[CH:33][CH:32]=1.[OH-].[Na+]>CN(C=O)C>[CH3:13][O:12][C:9]1[CH:10]=[C:11]2[C:6](=[CH:7][C:8]=1[O:14][CH2:15][CH2:16][CH2:17][N:18]1[CH2:23][CH2:22][O:21][CH2:20][CH2:19]1)[N:5]=[CH:4][N:3]=[C:2]2[O:30][C:31]1[CH:40]=[C:39]2[C:34]([CH:35]=[CH:36][CH:37]=[N:38]2)=[CH:33][CH:32]=1 |f:1.2.3,5.6|. Reported procedure: A mixture of 4-chloro-6-methoxy-7-(3-morpholinopropoxy)quinazoline (225 mg, 0.67 mmol), (prepared as described for the starting material in Example 1), potassium carbonate (106 mg, 0.77 mmol) and 7-hydroxyquinoline (112 mg, 0.77 mmol) in DMF (7.5 ml) was stirred at 100° C. for 5 hours and allowed to cool to ambient temperature. The reaction mixture was treated with 1M aqueous sodium hydroxide solution (40 ml) and stirred at ambient temperature for a few minutes. The crude solid was collected by ... The reactants are O=C([O-])O, ClCCl, CC(C)(C)OC(=O)N1CC=CCC1, [Na+], [Na+], [Na+], O=C(OO)c1cccc(Cl)c1, O=S([O-])[O-]. Product: CC(C)(C)OC(=O)N1CCC2OC2C1. As a reaction SMILES: [C:31](=[O:32])([OH:33])[O-:34].[Cl:36][CH2:37][Cl:38].[N:12]1([C:18](=[O:19])[O:20][C:21]([CH3:22])([CH3:23])[CH3:24])[CH2:13][CH:14]=[CH:15][CH2:16][CH2:17]1.[Na+:29].[Na+:30].[Na+:35].[OH:1][O:2][C:3]([c:4]1[cH:5][c:6]([Cl:7])[cH:8][cH:9][cH:10]1)=[O:11].[S:25]([O-:26])([O-:27])=[O:28]>>[O:1]1[CH:14]2[CH2:13][N:12]([C:18](=[O:19])[O:20][C:21]([CH3:22])([CH3:23])[CH3:24])[CH2:17][CH2:16][CH:15]12. Starting materials: C(C)(=O)SCC=1C=C(C=C(C(=O)OCC)C1)C(=O)OCC (diethyl 5-(acetylthiomethyl)isophthalate), C[O-].[Na+] (sodium methoxide), CI (methyl iodide). Run in C1CCOC1 (THF), CO (MeOH). Run at time 2 hour. Product: CSCC=1C=C(C=C(C(=O)OCC)C1)C(=O)OCC (diethyl 5-(methylthiomethyl)isophthalate). Isolated yield 55.0%. Reaction SMILES: [C:1]([S:4][CH2:5][C:6]1[CH:7]=[C:8]([C:17]([O:19][CH2:20][CH3:21])=[O:18])[CH:9]=[C:10]([CH:16]=1)[C:11]([O:13][CH2:14][CH3:15])=[O:12])(=O)C.C[O-].[Na+].CI>C1COCC1.CO>[CH3:1][S:4][CH2:5][C:6]1[CH:7]=[C:8]([C:17]([O:19][CH2:20][CH3:21])=[O:18])[CH:9]=[C:10]([CH:16]=1)[C:11]([O:13][CH2:14][CH3:15])=[O:12] |f:1.2|. Procedure details: To diethyl 5-(acetylthiomethyl)isophthalate (1.02 gm, 3.30 mmol) in THF (10 ml) and MeOH (10 ml), sodium methoxide (207 mg, 3.63 mmol) was added and stirred at rt for 2 h. Then methyl iodide (0.69 ml, 10.9 mmol) were added in two portions. After stirring at rt for 4 h, THF and MeOH were removed in vacuum and the reaction mixture was diluted with ethyl acetate. Organic layer was washed with water, brine and dried. Column purification of the crude residue yielded diethyl 5-(methylthiomethyl)isopht... Starting materials: NC1=C2C(C(=CN(C2=C(C(=C1F)F)Cl)C1=NC(=C(C=C1F)F)N)C(=O)O)=O (5-Amino-1-(6-amino-3, 5-difluoropyridin-2-yl)-8-chloro-6,7-difluoro-4-oxo-1,4-dihydroquinoline-3-carboxylic acid), CNC (dimethylamine). Run in N1=CC=CC=C1 (pyridine). Run at time 4 day. Product: NC1=C2C(C(=CN(C2=C(C(=C1F)N(C)C)Cl)C1=NC(=C(C=C1F)F)N)C(=O)O)=O (5-Amino-1-(6-amino-3,5-difluoropyridin-2-yl)-8-chloro-7-dimethylamino-6-fluoro-4-oxo-1,4-dihydroquinoline-3-carboxylic Acid). Yield: 81.0%. RXN SMILES: [NH2:1][C:2]1[C:11]([F:12])=[C:10](F)[C:9]([Cl:14])=[C:8]2[C:3]=1[C:4](=[O:27])[C:5]([C:24]([OH:26])=[O:25])=[CH:6][N:7]2[C:15]1[C:20]([F:21])=[CH:19][C:18]([F:22])=[C:17]([NH2:23])[N:16]=1.[CH3:28][NH:29][CH3:30]>N1C=CC=CC=1>[NH2:1][C:2]1[C:11]([F:12])=[C:10]([N:29]([CH3:30])[CH3:28])[C:9]([Cl:14])=[C:8]2[C:3]=1[C:4](=[O:27])[C:5]([C:24]([OH:26])=[O:25])=[CH:6][N:7]2[C:15]1[C:20]([F:21])=[CH:19][C:18]([F:22])=[C:17]([NH2:23])[N:16]=1. Procedure details: 5-Amino-1-(6-amino-3, 5-difluoropyridin-2-yl)-8-chloro-6,7-difluoro-4-oxo-1,4-dihydroquinoline-3-carboxylic acid (100 mg) and an aqueous solution (about 50%; 170 mg) of dimethylamine were added to pyridine (500 mg), and the mixture was stirred at room temperature for 4 days. The reaction mixture was concentrated under reduced pressure, and ethanol (1 ml) was added to the residue. Deposits were collected by filtration and washed with ethanol and diisopropyl ether in that order to obtain the title... Starting materials: ice, Cl(=O)(=O)(=O)O (perchloric acid), C[C@@H]1[C@@H]2[C@H](OC1=O)CC=C2 ((3R,3aR,6aR)-3-Methyl-3,3a,6,6a-tetrahydro-2H-cyclopenta[b]furan-2-one), Cl(=O)(=O)(=O)O (perchloric acid), [OH-].[Na+] (NaOH), [Na+].[Cl-] (NaCl), Cl (HCl), [BH4-].[Na+] (NaBH4). Reagents/catalysts: [Hg](OC(=O)C)OC(=O)C (Hg(OAc)2), [Hg](OC(=O)C)OC(=O)C (Hg(OAc)2). Run in C1CCOC1.O (THF H2O), C1CCOC1 (THF), C1CCOC1.O (THF H2O). Conditions: temperature 0 celsius, time 1 hour. The product is O[C@@H]1C[C@H]2[C@H](OC([C@@H]2C)=O)C1 ((3R,3aR,5R,6aR)-5-Hydroxy-3-methylhexahydro-2H-cyclopenta[b]furan-2-one). Isolated yield 64.0%. RXN SMILES: Cl(O)(=O)(=O)=O.[CH3:6][C@H:7]1[C:11](=[O:12])[O:10][C@@H:9]2[CH2:13][CH:14]=[CH:15][C@H:8]12.[OH-:16].[Na+].[BH4-].[Na+].Cl.[Na+].[Cl-]>C1COCC1.O.C1COCC1.[Hg](OC(C)=O)OC(C)=O>[OH:16][C@H:14]1[CH2:13][C@H:9]2[O:10][C:11](=[O:12])[C@H:7]([CH3:6])[C@H:8]2[CH2:15]1 |f:2.3,4.5,7.8,9.10|. Procedure details: To a ice-cold yellow solution of Hg(OAc)2 (1.45 g, 4.57 mmol) in THF:H2O (2.5:1 ratio, 23 mL) was added perchloric acid (˜0.7 mL) until the solution became colorless. A solution of lactone 116 (350 mg, 2.54 mmol) in THF (7 mL) was then added at 0° C. and the reaction was stirred for 1 h. Additional Hg(OAc)2 (646 mg, 2.03 mmol) similarly pretreated with perchloric acid in THF:H2O (2.5:1, 10 mL) was added and stirring was continued for 2 h at 0° C. The pH of the mixture was then adjusted to ˜10 by...